From a dataset of the Open Reaction Database (ORD), a public repository of structured organic reaction records. describe an organic reaction: reactants, conditions, products, and yield The product is CNC(=O)Oc1ccc2ccccc2c1. As a reaction SMILES: [CH3:16][NH:17][C:18](=[O:19])[Cl:20].[CH3:48][CH:49]([c:50]1[cH:51][cH:52][cH:53][cH:54][cH:55]1)[CH3:56].[Cl:43][C:44](=[O:45])[Cl:46].[ClH:47].[c:1]1([O:2][C:3](=[O:4])[NH:5][CH3:6])[c:7]2[c:8]([cH:9][cH:10][cH:11][cH:12]2)[cH:13][cH:14][cH:15]1.[c:21]1([OH:22])[c:23]2[c:24]([cH:25][cH:26][cH:27][cH:28]2)[cH:29][cH:30][cH:31]1.[cH:32]1[c:33]([OH:42])[cH:34][cH:35][c:36]2[cH:37][cH:38][cH:39][cH:40][c:41]12>>[CH3:16][NH:17][C:18](=[O:19])[O:42][c:33]1[cH:32][c:41]2[c:36]([cH:35][cH:34]1)[cH:37][cH:38][cH:39][cH:40]2. Starting materials: CNC(=O)Cl, CC(C)c1ccccc1, O=C(Cl)Cl, Cl, CNC(=O)Oc1cccc2ccccc12, Oc1cccc2ccccc12, Oc1ccc2ccccc2c1. The reactants are COc1cccc(CC#N)c1, CC[O-], CCO, [Na+], CCOC(=O)Cc1ccccc1. The product is COc1cccc(C(C#N)C(=O)Cc2ccccc2)c1. As a reaction SMILES: [CH3:1][O:2][c:3]1[cH:4][c:5]([CH2:9][C:10]#[N:11])[cH:6][cH:7][cH:8]1.[CH3:25][CH2:26][O-:27].[CH3:28][CH2:29][OH:30].[Na+:24].[c:12]1([CH2:18][C:19](=[O:20])[O:21][CH2:22][CH3:23])[cH:13][cH:14][cH:15][cH:16][cH:17]1>>[CH3:1][O:2][c:3]1[cH:4][c:5]([CH:9]([C:10]#[N:11])[C:19]([CH2:18][c:12]2[cH:13][cH:14][cH:15][cH:16][cH:17]2)=[O:20])[cH:6][cH:7][cH:8]1. Starting materials: C=CC(=O)Cl, C=CC(=O)NC(CO)C(O)C(O)C(O)CO, ClCCl, CNCC(O)C(O)C(O)C(O)CO, COc1ccc(O)cc1, [K+], O=N[O-], [Na+], C1COCCO1, [OH-], O. RXN SMILES: [C:20]([CH:21]=[CH2:22])(=[O:23])[Cl:24].[C:25]([NH:26][CH:27]([CH:28]([CH:29]([CH:30]([CH2:31][OH:32])[OH:33])[OH:34])[OH:35])[CH2:36][OH:37])(=[O:38])[CH:39]=[CH2:40].[CH2:57]([Cl:58])[Cl:59].[CH3:1][NH:2][CH2:3][CH:4]([OH:5])[CH:6]([OH:7])[CH:8]([OH:9])[CH:10]([OH:11])[CH2:12][OH:13].[CH3:41][O:42][c:43]1[cH:44][cH:45][c:46]([OH:47])[cH:48][cH:49]1.[K+:19].[N:14]([O-:15])=[O:16].[Na+:17].[O:51]1[CH2:52][CH2:53][O:54][CH2:55][CH2:56]1.[OH-:18].[OH2:50]>>[CH3:1][N:2]([CH2:3][CH:4]([OH:5])[CH:6]([OH:7])[CH:8]([OH:9])[CH:10]([OH:11])[CH2:12][OH:13])[C:20]([CH:21]=[CH2:22])=[O:23]. Yields the product C=CC(=O)N(C)CC(O)C(O)C(O)C(O)CO. Reactants: ClC1=C(C=NC2=CC(=C(C=C12)OC)OCCCl)C#N (4-chloro-7-(2-chloroethoxy)-6-methoxy-3-quinolinecarbonitrile), ClC=1C=C(C=CC1SC=1N(C=CN1)C)N (3-chloro-4-(1-methyl-1H-imidazole-2-ylsulfanyl)phenylamine). Run in C(C)OCCO (2-ethoxyethanol). The product is Cl.N1=CC=CC=C1 (pyridine hydrochloride), ClCCOC1=C(C=C2C(=C(C=NC2=C1)C#N)NC1=CC(=C(C=C1)SC=1N(C=CN1)C)Cl)OC (7-(2-chloroethoxy)-4-{3-chloro-4-[(1-methyl-1H-imidazole-2-yl)sulfanyl]anilino}-6-methoxy-3-quinolinecarbonitrile). As a reaction SMILES: [Cl:1][C:2]1[C:11]2[C:6](=[CH:7][C:8]([O:14][CH2:15][CH2:16][Cl:17])=[C:9]([O:12][CH3:13])[CH:10]=2)[N:5]=[CH:4][C:3]=1[C:18]#[N:19].[Cl:20][C:21]1[CH:22]=[C:23]([NH2:34])[CH:24]=[CH:25][C:26]=1[S:27][C:28]1[N:29]([CH3:33])[CH:30]=[CH:31][N:32]=1>C(OCCO)C>[ClH:1].[N:5]1[CH:6]=[CH:11][CH:2]=[CH:3][CH:4]=1.[Cl:17][CH2:16][CH2:15][O:14][C:8]1[CH:7]=[C:6]2[C:11]([C:2]([NH:34][C:23]3[CH:24]=[CH:25][C:26]([S:27][C:28]4[N:29]([CH3:33])[CH:30]=[CH:31][N:32]=4)=[C:21]([Cl:20])[CH:22]=3)=[C:3]([C:18]#[N:19])[CH:4]=[N:5]2)=[CH:10][C:9]=1[O:12][CH3:13] |f:3.4|. Procedure details: Following the procedure of Example 9, 1.0 g (3.36 mmol) of 4-chloro-7-(2-chloroethoxy)-6-methoxy-3-quinolinecarbonitrile (Boschelli, Diane H.; Ye, Fei; Wang, Yanong D.; Dutia, Minu; Johnson, Steve L.; Wu, Biqi; Miller, Karen; Powell, Dennis W.; Yaczko, Deanna; Young, Mairead; Tischler, Mark; Arndt, Kim; Discafani, Carolyn; Etienne, Carlo; Gibbons, Jay; Grod, Janet; Lucas, Judy; Weber, Jennifer M.; Boschelli, Frank. J. Med. Chem. 2001, 44, 3965-3977) is reacted with 0.9 g (3.7 mmol) of 3-chloro-4...